Dataset: the Open Reaction Database (ORD), a public repository of structured organic reaction records. Task: describe an organic reaction: reactants, conditions, products, and yield Starting materials: FC1=C(C#N)C=C(C(=C1)OCC1=C(N=C(S1)C1=CC=C(C=C1)C(F)(F)F)CN1CCC(CC1)C(F)(F)F)F (2,5-difluoro-4-[2-(4-trifluoromethyl-phenyl)-4-(4-trifluoromethyl-piperidin-1-ylmethyl)-thiazol-5-ylmethoxy]-benzonitrile), C(C(F)(F)F)O (trifluoroethanol), O (water), molar solution, CC(C)([O-])C.[K+] (potassium tert-butoxide). Solvent: O1CCCC1 (tetrahydrofuran), C(C)(C)(C)O (tert-butanol), O1CCCC1 (tetrahydrofuran). Reaction conditions: temperature 5 celsius, time 30 minute. Yields the product FC=1C(=CC(=C(C#N)C1)OCC(F)(F)F)OCC1=C(N=C(S1)C1=CC=C(C=C1)C(F)(F)F)CN1CCC(CC1)C(F)(F)F (5-fluoro-2-(2,2,2-trifluoro-ethoxy)-4-[2-(4-trifluoromethyl-phenyl)-4-(4-trifluoromethyl-piperidin-1-ylmethyl)-thiazol-5-ylmethoxy]-benzonitrile). Isolated yield 40.3%. Reaction SMILES: [CH2:1]([OH:6])[C:2]([F:5])([F:4])[F:3].CC(C)([O-])C.[K+].F[C:14]1[CH:21]=[C:20]([O:22][CH2:23][C:24]2[S:28][C:27]([C:29]3[CH:34]=[CH:33][C:32]([C:35]([F:38])([F:37])[F:36])=[CH:31][CH:30]=3)=[N:26][C:25]=2[CH2:39][N:40]2[CH2:45][CH2:44][CH:43]([C:46]([F:49])([F:48])[F:47])[CH2:42][CH2:41]2)[C:19]([F:50])=[CH:18][C:15]=1[C:16]#[N:17].O>O1CCCC1.C(O)(C)(C)C>[F:50][C:19]1[C:20]([O:22][CH2:23][C:24]2[S:28][C:27]([C:29]3[CH:30]=[CH:31][C:32]([C:35]([F:37])([F:38])[F:36])=[CH:33][CH:34]=3)=[N:26][C:25]=2[CH2:39][N:40]2[CH2:45][CH2:44][CH:43]([C:46]([F:49])([F:47])[F:48])[CH2:42][CH2:41]2)=[CH:21][C:14]([O:6][CH2:1][C:2]([F:5])([F:4])[F:3])=[C:15]([CH:18]=1)[C:16]#[N:17] |f:1.2|. Reported procedure: To a solution of 190 mg of trifluoroethanol in 1.16 mL of tetrahydrofuran at 5° C. was slowly added 2.2 mL of a molar solution of potassium tert-butoxide in tert-butanol. After stirring at 5° C. for 30 minutes, the resulting solution was slowly added to a solution of 890 mg of 2,5-difluoro-4-[2-(4-trifluoromethyl-phenyl)-4-(4-trifluoromethyl-piperidin-1-ylmethyl)-thiazol-5-ylmethoxy]-benzonitrile in 3.1 mL of tetrahydrofuran at −60° C. The resulting mixture was stirred overnight allowing the tem... Starting materials: COC([C@H]1N(C[C@@H](C1)O)C(=O)OC(C)(C)C)=O (N-Boc-trans-4-hydroxyproline methyl ester), C1(=CC=CC=C1)P(C1=CC=CC=C1)C1=CC=CC=C1 (triphenylphosphine), [N+](=O)([O-])C1=CC=C(C=C1)O (4-nitrophenol), CCOC(=O)/N=N/C(=O)OCC (diethylazodicarboxylate). The solvent is C1CCOC1 (THF). Conditions: time 2 day. Product: COC([C@H]1N(C[C@H](C1)OC1=CC=C(C=C1)[N+](=O)[O-])C(=O)OC(C)(C)C)=O (N-Boc-4-(cis)-(4-nitrophenoxy)-L-proline methyl ester). The yield is 34.6%. RXN SMILES: [CH3:1][O:2][C:3](=[O:17])[C@@H:4]1[CH2:8][C@@H:7]([OH:9])[CH2:6][N:5]1[C:10]([O:12][C:13]([CH3:16])([CH3:15])[CH3:14])=[O:11].C1(P(C2C=CC=CC=2)C2C=CC=CC=2)C=CC=CC=1.[N+:37]([C:40]1[CH:45]=[CH:44][C:43](O)=[CH:42][CH:41]=1)([O-:39])=[O:38].CCOC(/N=N/C(OCC)=O)=O>C1COCC1>[CH3:1][O:2][C:3](=[O:17])[C@@H:4]1[CH2:8][C@H:7]([O:9][C:43]2[CH:44]=[CH:45][C:40]([N+:37]([O-:39])=[O:38])=[CH:41][CH:42]=2)[CH2:6][N:5]1[C:10]([O:12][C:13]([CH3:14])([CH3:16])[CH3:15])=[O:11]. Reported procedure: To a solution of N-Boc-trans-4-hydroxyproline methyl ester (10.0 g, 41 mmol) 150 mL of anhydrous THF at 0° C. under N2 was added triphenylphosphine (12.7 g, 48 mmol) and 4-nitrophenol (6.7 g, 48 mmol). To this mixture was added diethylazodicarboxylate (7.7 mL, 48 mmol) dropwise over a 30 minute period. The mixture was warmed to room temperature. After stirring for 2 days, the solvent was removed in vacuo, and the crude oil treated successively with 200 mL portions of toluene and ether to remove ... Reactants: ClC1=CC=C(C=C1)CN1C(=NC2=C1C(CCC2)=O)C(C)(C)C (3-[(4-chlorophenyl)methyl]-2-(1,1-dimethylethyl)-3,5,6,7-tetrahydro-4H-benzimidazol-4-one), [BH4-].[Na+] (sodium borohydride). Run in CO (methanol), ClCCl (dichloromethane). Reaction conditions: time 2 hour. Yields the product ClC1=CC=C(C=C1)CN1C(=NC2=C1C(CCC2)O)C(C)(C)C (1-[(4-chlorophenyl)methyl]-2-(1,1-dimethylethyl)-4,5,6,7-tetrahydro-1H-benzimidazol-7-ol). Yield: 70.4%. RXN SMILES: [Cl:1][C:2]1[CH:7]=[CH:6][C:5]([CH2:8][N:9]2[C:13]3[C:14](=[O:18])[CH2:15][CH2:16][CH2:17][C:12]=3[N:11]=[C:10]2[C:19]([CH3:22])([CH3:21])[CH3:20])=[CH:4][CH:3]=1.[BH4-].[Na+]>CO.ClCCl>[Cl:1][C:2]1[CH:3]=[CH:4][C:5]([CH2:8][N:9]2[C:13]3[CH:14]([OH:18])[CH2:15][CH2:16][CH2:17][C:12]=3[N:11]=[C:10]2[C:19]([CH3:22])([CH3:21])[CH3:20])=[CH:6][CH:7]=1 |f:1.2|. Reported procedure: To a stirred solution of Intermediate 53 (120 mg) in a mixture of methanol (1.5 mL) and dichloromethane (1.5 mL) at ambient temperature was added sodium borohydride (30 mg) in one charge. The reaction was stirred at ambient temperature under an atmosphere of nitrogen for 2 hr. The reaction was partitioned between ethyl acetate (20 mL) and water (20 mL). The organics were dried (hydrophobic frit) and concentrated in vacuo to give the title compound (85 mg). LC/MS MH+ 319, Rt 1.92 min (5 min run). Reactants: CN(C)c1ccccn1, CCOC(C)=O, O=C(O)Cc1ccc([N+](=O)[O-])cc1, CN(C)CCNC(=O)Cc1ccc(N)cc1, CN(C)C=O, O, On1nnc2ccccc21. Yields the product CN(C)CCNC(=O)Cc1ccc(NC(=O)Cc2ccc([N+](=O)[O-])cc2)cc1. Reaction SMILES: [CH3:27][N:28]([c:29]1[cH:30][cH:31][cH:32][cH:33][n:34]1)[CH3:35].[CH3:49][CH2:50][O:51][C:52](=[O:53])[CH3:54].[N+:36](=[O:37])([O-:38])[c:39]1[cH:40][cH:41][c:42]([CH2:45][C:46](=[O:47])[OH:48])[cH:43][cH:44]1.[NH2:1][c:2]1[cH:3][cH:4][c:5]([CH2:8][C:9](=[O:10])[NH:11][CH2:12][CH2:13][N:14]([CH3:15])[CH3:16])[cH:6][cH:7]1.[O:56]=[CH:57][N:58]([CH3:59])[CH3:60].[OH2:55].[OH:17][n:18]1[c:19]2[cH:20][cH:21][cH:22][cH:23][c:24]2[n:25][n:26]1>>[NH:1]([c:2]1[cH:3][cH:4][c:5]([CH2:8][C:9](=[O:10])[NH:11][CH2:12][CH2:13][N:14]([CH3:15])[CH3:16])[cH:6][cH:7]1)[C:46]([CH2:45][c:42]1[cH:41][cH:40][c:39]([N+:36](=[O:37])[O-:38])[cH:44][cH:43]1)=[O:47].